Dataset: the Open Reaction Database (ORD), a public repository of structured organic reaction records. Task: describe an organic reaction: reactants, conditions, products, and yield Starting materials: C(C)OC(C=CC(CC1=CNC2=CC=CC=C12)N(C(C1=CC(=CC(=C1)C(F)(F)F)C(F)(F)F)=O)C)=O (4-[N-methyl-N-(3,5-bistrifluoromethyl-benzoyl)-amino]-5-(1H-indol-3-yl)-pent-2-enoic acid ethyl ester), [OH-].[Li+] (lithium hydroxide). Solvent: O1CCCC1.CO.O (tetrahydrofuran methanol water). Product: CN(C(C1=CC(=CC(=C1)C(F)(F)F)C(F)(F)F)=O)C(C=CC(=O)O)CC1=CNC2=CC=CC=C12 (4-[N-Methyl-N-(3,5-bistrifluoromethyl-benzoyl)-amino]-5-(1H-indol-3-yl)-pent-2-enoic acid). RXN SMILES: C([O:3][C:4](=[O:36])[CH:5]=[CH:6][CH:7]([N:18]([CH3:35])[C:19](=[O:34])[C:20]1[CH:25]=[C:24]([C:26]([F:29])([F:28])[F:27])[CH:23]=[C:22]([C:30]([F:33])([F:32])[F:31])[CH:21]=1)[CH2:8][C:9]1[C:17]2[C:12](=[CH:13][CH:14]=[CH:15][CH:16]=2)[NH:11][CH:10]=1)C.[OH-].[Li+]>O1CCCC1.CO.O>[CH3:35][N:18]([CH:7]([CH2:8][C:9]1[C:17]2[C:12](=[CH:13][CH:14]=[CH:15][CH:16]=2)[NH:11][CH:10]=1)[CH:6]=[CH:5][C:4]([OH:36])=[O:3])[C:19](=[O:34])[C:20]1[CH:21]=[C:22]([C:30]([F:33])([F:32])[F:31])[CH:23]=[C:24]([C:26]([F:29])([F:28])[F:27])[CH:25]=1 |f:1.2,3.4.5|. Reported procedure: A solution of 8.5 g of 4-[N-methyl-N-(3,5-bistrifluoromethyl-benzoyl)-amino]-5-(1H-indol-3-yl)-pent-2-enoic acid ethyl ester and 1.2 g of lithium hydroxide in 70 ml of tetrahydrofuran/methanol/water=2/2/1 is stirred at room temperature for 16 hours and then concentrated by evaporation. The residue is dissolved in 150 ml of water with heating to 50°, extracted with ether at 20°, acidified to pH=2 with 0.1N hydrochloric acid and extracted three times with ether. The combined organic phases origina... Reactants: CC1(C(C(C1=O)(C)C)=O)C (2,2,4,4-tetramethylcyclobutane-1,3-dione). Reagents/catalysts: [Ni] (raney nickel). Solvent: O (water). Conditions: temperature 100 celsius, time 5 hour. Yields the product CC1(C(C(C1O)(C)C)O)C (2,2,4,4-tetramethycyclobutane-1,3-diol). Reaction SMILES: [CH3:1][C:2]1([CH3:10])[C:5](=[O:6])[C:4]([CH3:8])([CH3:7])[C:3]1=[O:9]>[Ni].O>[CH3:7][C:4]1([CH3:8])[CH:5]([OH:6])[C:2]([CH3:10])([CH3:1])[CH:3]1[OH:9]. Reported procedure: A 300 mL Autoclave Engineers autoclave was charged with 25 grams of 2,2,4,4-tetramethylcyclobutane-1,3-dione, 87.50 grams Isopar™ G, 12.50 grams of water, and approximately 8 grams of washed raney nickel catalyst. The autoclave was pressure purged three times with nitrogen and three times with hydrogen, and the pressure was increased to 3.5 MPa (500 psig) with hydrogen. The autoclave was heated to 100° C. with stirring at approximately 1400 rpm and held for 5 hours at 3.5 MPa (500 psig). Analysi...